Dataset: the Open Reaction Database (ORD), a public repository of structured organic reaction records. Task: describe an organic reaction: reactants, conditions, products, and yield Reactants: N1C=CC=C1 (pyrrole), ClC=1C(=NC=CC1)S(=O)(=O)C (3-chloro-2-methanesulfonylpyridine), C([O-])([O-])=O.[Cs+].[Cs+] (cesium carbonate), CN(C=O)C (N,N-dimethylformamide). Run in O (water). Run at temperature 60 celsius, time 27 hour. Yields the product ClC=1C(=NC=CC1)N1C=CC=C1 (3-chloro-2-(1H-pyrrol-1-yl)pyridine). Isolated yield 63.9%. As a reaction SMILES: [NH:1]1[CH:5]=[CH:4][CH:3]=[CH:2]1.[Cl:6][C:7]1[C:8](S(C)(=O)=O)=[N:9][CH:10]=[CH:11][CH:12]=1.C(=O)([O-])[O-].[Cs+].[Cs+].CN(C)C=O>O>[Cl:6][C:7]1[C:8]([N:1]2[CH:5]=[CH:4][CH:3]=[CH:2]2)=[N:9][CH:10]=[CH:11][CH:12]=1 |f:2.3.4|. Procedure: A mixture of 1.0 g of pyrrole, 3.0 g of 3-chloro-2-methanesulfonylpyridine, 6.6 g of cesium carbonate and 10 ml of N,N-dimethylformamide was stirred at 60° C. for 27 hours. After the reaction mixture was allowed to cool to room temperature, water was poured and the mixture was extracted with ethyl acetate two times. The organic layers were combined, washed successively with water and an aqueous saturated sodium chloride solution, dried over magnesium sulfate, and concentrated under reduced press... Reaction SMILES: [O:1]1[C@H:3]2[CH2:4][C@H:5]3[C@:18]([CH3:20])([CH2:19][C@@H:2]12)[C@@H:17]1[C@H:8]([C@H:9]2[C@@:13]([CH2:15][CH2:16]1)([CH3:14])[C@@H:12]([OH:21])[C@@H:11]([N:22]1[CH2:27][CH2:26][CH:25]([OH:28])[CH2:24][CH2:23]1)[CH2:10]2)[CH2:7][CH2:6]3.[OH:29][CH:30]1[CH2:35][CH2:34][NH:33][CH2:32][CH2:31]1>>[OH:29][CH:30]1[CH2:35][CH2:34][N:33]([C@H:2]2[CH2:19][C@@:18]3([CH3:20])[C@@H:5]([CH2:6][CH2:7][C@@H:8]4[C@@H:17]3[CH2:16][CH2:15][C@@:13]3([CH3:14])[C@H:9]4[CH2:10][C@H:11]([N:22]4[CH2:27][CH2:26][CH:25]([OH:28])[CH2:24][CH2:23]4)[C@@H:12]3[OH:21])[CH2:4][C@@H:3]2[OH:1])[CH2:32][CH2:31]1. Procedure details: 2α,3α-Epoxy-16β-(4-hydroxy-1-piperidinyl)-5α-androstane-17β-ol is reacted with 4-hydroxypiperidine as described in Example 3 to obtain the title compound in a yield of 85.4%, m.p.: 248°-250° C. Isolated yield 85.4%. Starting materials: O1[C@H]2[C@@H]1C[C@@H]1CC[C@H]3[C@@H]4C[C@@H]([C@@H]([C@@]4(C)CC[C@@H]3[C@]1(C2)C)O)N2CCC(CC2)O (2α,3α-Epoxy-16β-(4-hydroxy-1-piperidinyl)-5α-androstane-17β-ol), OC1CCNCC1 (4-hydroxypiperidine). The product is OC1CCN(CC1)[C@@H]1[C@H](C[C@@H]2CC[C@H]3[C@@H]4C[C@@H]([C@@H]([C@@]4(C)CC[C@@H]3[C@]2(C1)C)O)N1CCC(CC1)O)O (2β,16β-bis(4-hydroxy-1-piperidinyl)-5α-androstane-3α,17β-diol). Starting materials: ice, CC(C)([O-])C.[K+] (potassium tert-butoxide), OC1=C(OC2=C1C=C(C=C2)OC)C(=O)OC (methyl 3-hydroxy-5-methoxy-2-benzofurancarboxylate), Cl (HCl), BrC(C)C (2-bromopropane). Solvent: O (water), CS(=O)C (methyl sulfoxide), CS(=O)C (methyl sulfoxide). Run at time 45 minute. Yields the product COC=1C=CC2=C(C(=C(O2)C(=O)OC)OC(C)C)C1 (methyl 5-methoxy-3 -(1-methylethoxy)-2-benzofurancarboxylate). RXN SMILES: [CH3:1][C:2](C)([O-])[CH3:3].[K+].[OH:7][C:8]1[C:12]2[CH:13]=[C:14]([O:17][CH3:18])[CH:15]=[CH:16][C:11]=2[O:10][C:9]=1[C:19]([O:21][CH3:22])=[O:20].BrC(C)C.Cl>CS(C)=O.O>[CH3:18][O:17][C:14]1[CH:15]=[CH:16][C:11]2[O:10][C:9]([C:19]([O:21][CH3:22])=[O:20])=[C:8]([O:7][CH:2]([CH3:3])[CH3:1])[C:12]=2[CH:13]=1 |f:0.1|. Procedure details: A solution of potassium tert-butoxide (12.0 g, 107 mmol) in 50 mL of methyl sulfoxide is cooled in a cold water bath while a solution of methyl 3-hydroxy-5-methoxy-2-benzofurancarboxylate (16.2 g, 73 mmol) [Connor D. T., et al., J. Med, Chem. 35, 958 (1992)] in 150 mL of methyl sulfoxide is added dropwise. The mixture is stirred for 45 minutes and 2-bromopropane (12.0 mL, 15.7 g, 128 mmol) is added in one portion. After stirring at room temperature for 48 hours, the mixture is added to 1.2 kg of... The reactants are [Al+3], CNC(=O)CCn1nc(-c2ccccc2)c2ccccc21, [H-], [H-], [H-], [H-], [Li+], [Na+], C1CCOC1, [OH-]. Yields the product CNCCCn1nc(-c2ccccc2)c2ccccc21. As a reaction SMILES: [Al+3:23].[CH3:1][NH:2][C:3](=[O:4])[CH2:5][CH2:6][n:7]1[n:8][c:9](-[c:16]2[cH:17][cH:18][cH:19][cH:20][cH:21]2)[c:10]2[cH:11][cH:12][cH:13][cH:14][c:15]12.[H-:22].[H-:25].[H-:26].[H-:27].[Li+:24].[Na+:29].[O:30]1[CH2:31][CH2:32][CH2:33][CH2:34]1.[OH-:28]>>[CH3:1][NH:2][CH2:3][CH2:5][CH2:6][n:7]1[n:8][c:9](-[c:16]2[cH:17][cH:18][cH:19][cH:20][cH:21]2)[c:10]2[cH:11][cH:12][cH:13][cH:14][c:15]12. Starting materials: BrC1=C(C=C(C(=O)O)C=C1)O (4-bromo-3-hydroxybenzoic acid), S(O)(O)(=O)=O (sulfuric acid), C([O-])([O-])=O.[Na+].[Na+] (sodium carbonate). Solvent: CO (methanol). Reaction conditions: temperature 0 celsius. Product: BrC1=C(C=C(C(=O)OC)C=C1)O (Methyl 4-bromo-3-hydroxybenzoate). Yield: 89.0%. Reaction SMILES: [Br:1][C:2]1[CH:10]=[CH:9][C:5]([C:6]([OH:8])=[O:7])=[CH:4][C:3]=1[OH:11].S(=O)(=O)(O)O.[C:17](=O)([O-])[O-].[Na+].[Na+]>CO>[Br:1][C:2]1[CH:10]=[CH:9][C:5]([C:6]([O:8][CH3:17])=[O:7])=[CH:4][C:3]=1[OH:11] |f:2.3.4|. Reported procedure: To a solution of 4-bromo-3-hydroxybenzoic acid (30 mmol) in methanol (100 mL) was added concentrated sulfuric acid (2.6 mL). The solution was heated at reflux for 5 hours, cooled to 0° C., and then brought to pH 7 by adding saturated aqueous sodium carbonate. The solution was evaporated to one-third the original volume. Water was added and the product was extracted into ethyl acetate. The organic extracts were washed with water and brine and dried over anhydrous sodium sulfate. Evaporation gave ... The reactants are ClC1=CC=C(CCl)C=C1 (4-chlorobenzyl chloride), [Mg] (magnesium), CCOCC (ether), ClC=1C=C(C=CC1Cl)C1(CCC1)C#N (1-(3,4-dichlorophenyl)cyclobutanecarbonitrile), ClC1=CC=C(C[Mg]Cl)C=C1 (4-chlorobenzylmagnesium chloride). Run in C1(=CC=CC=C1)C (toluene). Conditions: time 19 hour. Yields the product ClC1=CC=C(C=C1)CC(=O)C1(CCC1)C1=CC(=C(C=C1)Cl)Cl (2-(4-chlorophenyl)-1-[1-(3,4-dichlorophenyl)cyclobutyl]ethanone). RXN SMILES: [Cl:1][C:2]1[CH:3]=[C:4]([C:9]2([C:13]#N)[CH2:12][CH2:11][CH2:10]2)[CH:5]=[CH:6][C:7]=1[Cl:8].[Cl:15][C:16]1[CH:24]=[CH:23][C:19]([CH2:20][Mg]Cl)=[CH:18][CH:17]=1.ClC1C=CC(CCl)=CC=1.[Mg].CC[O:37]CC>C1(C)C=CC=CC=1>[Cl:15][C:16]1[CH:24]=[CH:23][C:19]([CH2:20][C:13]([C:9]2([C:4]3[CH:5]=[CH:6][C:7]([Cl:8])=[C:2]([Cl:1])[CH:3]=3)[CH2:12][CH2:11][CH2:10]2)=[O:37])=[CH:18][CH:17]=1. Procedure: A solution of 1-(3,4-dichlorophenyl)cyclobutanecarbonitrile (6.56 g) in toluene (100 ml) was added dropwise under nitrogen to a stirred solution of 4-chlorobenzylmagnesium chloride [prepared in the usual manner from 4-chlorobenzyl chloride (9.07) and magnesium (1.08 g)] in ether (100 ml). When the addition was complete, ether was distilled from the mixture until the internal temperature rose to 95° C., then the mixture was stirred at this temperature for 19 h, cooled to ambient temperature, and ... Reactants: CC(C)(C)[Si](C)(C)Cl, C=C(CO)C(=O)OCC, c1c[nH]cn1. Product: C=C(CO[Si](C)(C)C(C)(C)C)C(=O)OCC. As a reaction SMILES: [C:10]([CH3:11])([CH3:12])([CH3:13])[Si:14]([CH3:15])([CH3:16])[Cl:17].[OH:1][CH2:2][C:3]([C:4](=[O:5])[O:6][CH2:7][CH3:8])=[CH2:9].[nH:18]1[cH:19][cH:20][n:21][cH:22]1>>[O:1]([CH2:2][C:3]([C:4](=[O:5])[O:6][CH2:7][CH3:8])=[CH2:9])[Si:14]([C:10]([CH3:11])([CH3:12])[CH3:13])([CH3:15])[CH3:16].